This data is from the Open Reaction Database (ORD), a public repository of structured organic reaction records. The task is: describe an organic reaction: reactants, conditions, products, and yield Starting materials: ClCCl, CSc1ccc(C(Oc2ccc3c(cnn3-c3ccc(F)cc3)c2)C(C)NS(=O)(=O)C2CC2)cc1, O=C(OO)c1cccc(Cl)c1. Product: CC(NS(=O)(=O)C1CC1)C(Oc1ccc2c(cnn2-c2ccc(F)cc2)c1)c1ccc(S(C)=O)cc1. As a reaction SMILES: [Cl:47][CH2:48][Cl:49].[F:1][c:2]1[cH:3][cH:4][c:5](-[n:8]2[n:9][cH:10][c:11]3[cH:12][c:13]([O:17][CH:18]([CH:19]([CH3:20])[NH:21][S:22](=[O:23])(=[O:24])[CH:25]4[CH2:26][CH2:27]4)[c:28]4[cH:29][cH:30][c:31]([S:34][CH3:35])[cH:32][cH:33]4)[cH:14][cH:15][c:16]23)[cH:6][cH:7]1.[OH:36][O:37][C:38]([c:39]1[cH:40][c:41]([Cl:42])[cH:43][cH:44][cH:45]1)=[O:46]>>[F:1][c:2]1[cH:3][cH:4][c:5](-[n:8]2[n:9][cH:10][c:11]3[cH:12][c:13]([O:17][CH:18]([CH:19]([CH3:20])[NH:21][S:22](=[O:23])(=[O:24])[CH:25]4[CH2:26][CH2:27]4)[c:28]4[cH:29][cH:30][c:31]([S:34]([CH3:35])=[O:36])[cH:32][cH:33]4)[cH:14][cH:15][c:16]23)[cH:6][cH:7]1.